The task is: describe an organic reaction: reactants, conditions, products, and yield. This data is from the Open Reaction Database (ORD), a public repository of structured organic reaction records. The reactants are CCOC(=O)C (AcOEt), CCCCCCC (heptane), CCOC(=O)C (AcOEt), CCCCCCC (heptane), C(C)OP(=O)(OC(/C=C(/C(=O)OCC)\C)C)OCC (rac-Ethyl (2E)-4-(diethoxyphosphinyloxy)-2-methylpent-2-enoate), C(C1=CC=CC=C1)N (BnNH2). Reagents/catalysts: [Pd] (Pd). The solvent is C(Cl)Cl (CH2Cl2). Product: N (NH3), C(C1=CC=CC=C1)NC(/C=C(/C(=O)OCC)\C)C (rac-Ethyl (2E)-N-benzyl-4-amino-2-methylpent-2-enoate). The yield is 66.5%. RXN SMILES: C(OP(OCC)(O[CH:7]([CH3:16])/[CH:8]=[C:9](\[CH3:15])/[C:10]([O:12][CH2:13][CH3:14])=[O:11])=O)C.[CH2:20]([NH2:27])[C:21]1[CH:26]=[CH:25][CH:24]=[CH:23][CH:22]=1.CCOC(C)=O.CCCCCCC>C(Cl)Cl.[Pd]>[NH3:27].[CH2:20]([NH:27][CH:7]([CH3:16])/[CH:8]=[C:9](\[CH3:15])/[C:10]([O:12][CH2:13][CH3:14])=[O:11])[C:21]1[CH:26]=[CH:25][CH:24]=[CH:23][CH:22]=1. Reported procedure: Reaction of 17 (rac-Ethyl (2E)-4-(diethoxyphosphinyloxy)-2-methylpent-2-enoate) (188 mg, 0.60 mind) with BnNH2 (131 μL, 1.2 mmol) and 5 mol % [Pd] in CH2Cl2 (3.5 ml) at room temperature. MPLC (SiO2 with NH3 deactivated, AcOEt:heptane fraction 20:80) and preparative TLC (NH3-conditioned, AcOEt:heptane fraction 50:50) yield 18 (rac-Ethyl (2E)-N-benzyl-4-amino-2-methylpent-2-enoate) (98.7 mg, 67%) as a yellow oil.